From a dataset of the Open Reaction Database (ORD), a public repository of structured organic reaction records. describe an organic reaction: reactants, conditions, products, and yield Starting materials: C(C)OC(C(=O)N(C1=C2CCCNC2=CC=C1[N+](=O)[O-])CCCC)=O ([Butyl(1,2,3,4-tetrahydro-6-nitro-5-quinolinyl)-amino]oxo-acetic acid ethyl ester). Reagents/catalysts: [Pd] (Pd/C). Solvent: C(C)(=O)O (acetic acid). Conditions: time 12 hour. Yields the product C(CCC)N1C(C(NC=2C=CC3=C(C12)CCCN3)=O)=O (1-Butyl-1,4,7,8,9,10-hexahydropyrido-[3,2-f]quinoxaline-2,3-dione). Yield: 71.0%. RXN SMILES: C([O:3][C:4](=O)[C:5]([N:7]([CH2:21][CH2:22][CH2:23][CH3:24])[C:8]1[C:17]([N+:18]([O-])=O)=[CH:16][CH:15]=[C:14]2[C:9]=1[CH2:10][CH2:11][CH2:12][NH:13]2)=[O:6])C>C(O)(=O)C.[Pd]>[CH2:21]([N:7]1[C:8]2[C:9]3[CH2:10][CH2:11][CH2:12][NH:13][C:14]=3[CH:15]=[CH:16][C:17]=2[NH:18][C:4](=[O:3])[C:5]1=[O:6])[CH2:22][CH2:23][CH3:24]. Procedure details: A solution of the product from Example 88 (0.63 g) in 75 mL of acetic acid was treated with 56 Pd/C (0.2 g) and shaken on a Parr apparatus under a hydrogen atmosphere (52 psi) for 12 hours. The catalyst was removed by filtration and the filtrate evaporated. The residue was washed with ether to give the title compound (0.35 g, 71% yield). Starting materials: NC1=NC(=NC2=CC(=C(C=C12)OC)OC)SC (4-amino-2-methylmercapto-6,7-dimethoxyquinazoline), C1(CCCC1)C(=O)N1CCNCC1 (N-(cyclopentylcarbonyl)piperazine). The solvent is C(CC(C)C)O (isoamyl alcohol). The product is NC1=NC(=NC2=CC(=C(C=C12)OC)OC)N1CCN(CC1)C(=O)C1CCCC1 (4-amino-2-[4-(cyclopentylcarbonyl)-1-piperazinyl]-6,7-dimethoxyquinazoline). As a reaction SMILES: [NH2:1][C:2]1[C:11]2[C:6](=[CH:7][C:8]([O:14][CH3:15])=[C:9]([O:12][CH3:13])[CH:10]=2)[N:5]=[C:4](SC)[N:3]=1.[CH:18]1([C:23]([N:25]2[CH2:30][CH2:29][NH:28][CH2:27][CH2:26]2)=[O:24])[CH2:22][CH2:21][CH2:20][CH2:19]1>C(O)CC(C)C>[NH2:1][C:2]1[C:11]2[C:6](=[CH:7][C:8]([O:14][CH3:15])=[C:9]([O:12][CH3:13])[CH:10]=2)[N:5]=[C:4]([N:28]2[CH2:29][CH2:30][N:25]([C:23]([CH:18]3[CH2:19][CH2:20][CH2:21][CH2:22]3)=[O:24])[CH2:26][CH2:27]2)[N:3]=1. Procedure details: A mixture of 4-amino-2-methylmercapto-6,7-dimethoxyquinazoline (0.1 mole) and from 0.1 to 0.15 mole of N-(cyclopentylcarbonyl)piperazine in 150 ml. of isoamyl alcohol is refluxed for a period of 8 to 24 hours. The solvent is evaporated and residual material, treated according to procedure of Example 1(a), provides 4-amino-2-[4-(cyclopentylcarbonyl)-1-piperazinyl]-6,7-dimethoxyquinazoline. Reactants: ClC=1C(=NC=NC1CC)OCC(C)N (1-(5-chloro-6-ethyl-4-pyrimidinyloxy)-2-propylamine), ClC(=O)OCC(C)C (isobutyl chloroformate), CN1CCCCC1 (N-methylpiperidine), C(C)(C)OC(=O)N[C@@H](C(C)C)C(=O)O (N-isopropoxycarbonyl-L-valine). The solvent is O (Water), C(Cl)Cl (methylene chloride). Conditions: temperature -20 celsius, time 1 hour. The product is ClC=1C(=NC=NC1CC)OCC(C)NC([C@@H](NC(=O)OC(C)C)C(C)C)=O (N1 -[1-(5-chloro-6-ethyl-4-pyrimidinyloxy)-2-propyl]-N2 -isopropoxycarbonyl-L-valinamide), crystal. Yield: 43.0%. RXN SMILES: CN1CCCCC1.[CH:8]([O:11][C:12]([NH:14][C@H:15]([C:19]([OH:21])=O)[CH:16]([CH3:18])[CH3:17])=[O:13])([CH3:10])[CH3:9].ClC(OCC(C)C)=O.[Cl:30][C:31]1[C:32]([O:39][CH2:40][CH:41]([NH2:43])[CH3:42])=[N:33][CH:34]=[N:35][C:36]=1[CH2:37][CH3:38]>C(Cl)Cl.O>[Cl:30][C:31]1[C:32]([O:39][CH2:40][CH:41]([NH:43][C:19](=[O:21])[C@H:15]([CH:16]([CH3:17])[CH3:18])[NH:14][C:12]([O:11][CH:8]([CH3:9])[CH3:10])=[O:13])[CH3:42])=[N:33][CH:34]=[N:35][C:36]=1[CH2:37][CH3:38]. Procedure: 0.34 g of N-methylpiperidine was added to a solution containing 0.7 g of N-isopropoxycarbonyl-L-valine dissolved in 50 ml of methylene chloride, at -20° C. After the mixture was stirred for 10 minutes at the same temperature, 0.47 g of isobutyl chloroformate was added to the mixture, and stirred for 1 hour at -20° C. 0.74 g of 1-(5-chloro-6-ethyl-4-pyrimidinyloxy)-2-propylamine was added to this mixture at -60° C., and then the reaction mixture was allowed to sit and warm naturally to room tempe...